This data is from the Open Reaction Database (ORD), a public repository of structured organic reaction records. The task is: describe an organic reaction: reactants, conditions, products, and yield Yields the product ClC1=NC=CC(=C1)CO (2-chloro-4-hydroxymethylpyridine). Starting materials: C(=O)(O)C1=CC(=NC=C1)Cl (4-Carboxy-2-chloropyridine), [BH4-].[Na+] (sodium borohydride), Cl (hydrochloric acid). Yield: 86.7%. RXN SMILES: [C:1]([C:4]1[CH:9]=[CH:8][N:7]=[C:6]([Cl:10])[CH:5]=1)(O)=[O:2].[BH4-].[Na+].Cl>O1CCCC1>[Cl:10][C:6]1[CH:5]=[C:4]([CH2:1][OH:2])[CH:9]=[CH:8][N:7]=1 |f:1.2|. Procedure: 4-Carboxy-2-chloropyridine (78.7 g) is added slowly to a suspension of sodium borohydride (28.4 g) in tetrahydrofuran (750 ml) under nitrogen atmosphere, and thereto is added dropwise boron trifluoride-ether complex (123 ml). The mixture is reacted at room temperature for six hours. To the mixture is added a 6 M hydrochloric acid (960 ml), and the mixture is concentrated under reduced pressure to remove the solvent. The resultant is basified with sodium hydroxide, and extracted with chloroform, ... Solvent: O1CCCC1 (tetrahydrofuran).